This data is from the Open Reaction Database (ORD), a public repository of structured organic reaction records. The task is: describe an organic reaction: reactants, conditions, products, and yield Reactants: [Br-], CCOc1ccc(Br)cc1C=O, C1CCOC1, CC(C)(C)[O-], C[P+](c1ccccc1)(c1ccccc1)c1ccccc1, [K+]. Yields the product C=Cc1cc(Br)ccc1OCC. Reaction SMILES: [Br-:19].[Br:7][c:8]1[cH:9][cH:10][c:11]([O:16][CH2:17][CH3:18])[c:12]([CH:13]=[O:14])[cH:15]1.[CH2:40]1[O:41][CH2:42][CH2:43][CH2:44]1.[CH3:1][C:2]([CH3:3])([O-:4])[CH3:5].[CH3:20][P+:21]([c:22]1[cH:23][cH:24][cH:25][cH:26][cH:27]1)([c:28]1[cH:29][cH:30][cH:31][cH:32][cH:33]1)[c:34]1[cH:35][cH:36][cH:37][cH:38][cH:39]1.[K+:6]>>[CH2:1]=[CH:13][c:12]1[c:11]([O:16][CH2:17][CH3:18])[cH:10][cH:9][c:8]([Br:7])[cH:15]1. The solvent is O1CCCC1 (tetrahydrofuran), O1CCCC1 (tetrahydrofuran). The product is C(C1=CC=CC=C1)OC(NCC(NC1=C(C=C(C=C1)[N+](=O)[O-])C(C1=C(C=CC=C1)F)=O)=O)=O (Benzyl{[[2-(o-fluorobenzoyl)-4-nitrophenyl]carbamoyl]methyl}-carbamate). Procedure details: 45 g of carbobenzoxy-glycine dissolved in 1 liter of absolute tetrahydrofuran are treated dropwise while cooling with ice with 20 ml of thionyl chloride and stirred for 1 hour while cooling with ice. There is then rapidly added dropwise thereto a suspension of 50 g of 2-amino-5-nitro-2'-fluorobenzophenone in 200 ml of absolute tetrahydrofuran and the mixture is stirred at room temperature for 18 hours. The solution obtained is concentrated and the residue is treated with ice and 10% sodium bicar... Run at time 1 hour. Reactants: S(=O)(Cl)Cl (thionyl chloride), C(=O)(OCC1=CC=CC=C1)NCC(=O)O (carbobenzoxy-glycine), NC1=C(C(=O)C2=C(C=CC=C2)F)C=C(C=C1)[N+](=O)[O-] (2-amino-5-nitro-2'-fluorobenzophenone). As a reaction SMILES: [C:1]([NH:11][CH2:12][C:13]([OH:15])=O)([O:3][CH2:4][C:5]1[CH:10]=[CH:9][CH:8]=[CH:7][CH:6]=1)=[O:2].S(Cl)(Cl)=O.[NH2:20][C:21]1[CH:35]=[CH:34][C:33]([N+:36]([O-:38])=[O:37])=[CH:32][C:22]=1[C:23]([C:25]1[CH:30]=[CH:29][CH:28]=[CH:27][C:26]=1[F:31])=[O:24]>O1CCCC1>[CH2:4]([O:3][C:1](=[O:2])[NH:11][CH2:12][C:13](=[O:15])[NH:20][C:21]1[CH:35]=[CH:34][C:33]([N+:36]([O-:38])=[O:37])=[CH:32][C:22]=1[C:23](=[O:24])[C:25]1[CH:30]=[CH:29][CH:28]=[CH:27][C:26]=1[F:31])[C:5]1[CH:6]=[CH:7][CH:8]=[CH:9][CH:10]=1. Run at time 15 minute. The yield is 79.0%. Procedure details: 30 g of pulverized potassium hydroxide is added to a solution of 7.65 g of 9,10-didehydroergoline-8-carboxylic acid methyl ester (28.5 mmol) and 1.22 g of tetrabutylammonium hydrogen sulfate in 900 ml of methylene chloride, and then 125 ml of trichloroethyl chloroformate is added dropwise thereto. After 15 minutes, the mixture is cooled in an ice bath, gently combined with about 300 ml of saturated sodium bicarbonate solution, and stirred for one hour. After extraction with chloroform, this phas... Reactants: [OH-].[K+] (potassium hydroxide), COC(=O)C1CN[C@@H]2CC3=CNC4=CC=CC(C2=C1)=C34 (9,10-didehydroergoline-8-carboxylic acid methyl ester), C([O-])(O)=O.[Na+] (sodium bicarbonate), ClC(=O)OCC(Cl)(Cl)Cl (trichloroethyl chloroformate). Reaction SMILES: [OH-].[K+].[CH3:3][O:4][C:5]([CH:7]1[CH:21]=[C:20]2[C@@H:10]([CH2:11][C:12]3[C:22]4[C:15](=[CH:16][CH:17]=[CH:18][C:19]2=4)[NH:14][CH:13]=3)[NH:9][CH2:8]1)=[O:6].Cl[C:24]([O:26][CH2:27][C:28]([Cl:31])([Cl:30])[Cl:29])=[O:25].[C:32](=[O:35])(O)[O-:33].[Na+]>S([O-])(O)(=O)=O.C([N+](CCCC)(CCCC)CCCC)CCC.C(Cl)Cl>[CH3:3][O:4][C:5]([CH:7]1[CH:21]=[C:20]2[C@@H:10]([CH2:11][C:12]3[C:22]4[C:15](=[CH:16][CH:17]=[CH:18][C:19]2=4)[N:14]([C:24]([O:26][CH2:27][C:28]([Cl:31])([Cl:30])[Cl:29])=[O:25])[CH:13]=3)[N:9]([C:32]([O:33][CH2:27][C:28]([Cl:31])([Cl:30])[Cl:29])=[O:35])[CH2:8]1)=[O:6] |f:0.1,4.5,6.7|. The reagents and catalysts are S(=O)(=O)(O)[O-].C(CCC)[N+](CCCC)(CCCC)CCCC (tetrabutylammonium hydrogen sulfate). The product is COC(=O)C1CN([C@@H]2CC3=CN(C4=CC=CC(C2=C1)=C34)C(=O)OCC(Cl)(Cl)Cl)C(=O)OCC(Cl)(Cl)Cl (9,10-didehydro-1,6-bis(2,2,2-trichloroethoxycarbonyl)-8-ergolinecarboxylic acid methyl ester). Solvent: C(Cl)Cl (methylene chloride). Starting materials: [Al+3], Brc1ccccc1, CCOC(C)=O, [Cl-], [Cl-], [Cl-], COC(=O)C1(CC(=O)Cl)CCCC1, ClCCl, Cl, O. RXN SMILES: [Al+3:24].[Br:14][c:15]1[cH:16][cH:17][cH:18][cH:19][cH:20]1.[CH3:26][CH2:27][O:28][C:29](=[O:30])[CH3:31].[Cl-:21].[Cl-:22].[Cl-:23].[Cl:1][C:2]([CH2:3][C:4]1([C:9](=[O:10])[O:11][CH3:12])[CH2:5][CH2:6][CH2:7][CH2:8]1)=[O:13].[Cl:33][CH2:34][Cl:35].[ClH:25].[OH2:32]>>[C:2]([CH2:3][C:4]1([C:9](=[O:10])[O:11][CH3:12])[CH2:5][CH2:6][CH2:7][CH2:8]1)(=[O:13])[c:18]1[cH:17][cH:16][c:15]([Br:14])[cH:20][cH:19]1. The product is COC(=O)C1(CC(=O)c2ccc(Br)cc2)CCCC1. Starting materials: C(CCCC#C)(=O)OC (methyl 5-hexynoate), BrC1=C2/C(/C(NC2=CC=C1)=O)=C/C=1NC=CC1OC ((Z)-4-bromo-1,3-dihydro-3-[(3-methoxy-1H-pyrrol-2-yl)methylene]-2H-indol-2-one), BrC1=C2/C(/C(NC2=CC=C1)=O)=C/C=1NC=CC1OC ((Z)-4-bromo-1,3-dihydro-3-[(3-methoxy-1H-pyrrol-2-yl)methylene]-2H-indol-2-one). The reagents and catalysts are Cl[Pd]([P](C1=CC=CC=C1)(C2=CC=CC=C2)C3=CC=CC=C3)([P](C4=CC=CC=C4)(C5=CC=CC=C5)C6=CC=CC=C6)Cl ((Ph3P)2PdCl2). The solvent is CCN(CC)CC (Et3N), CN(C)C=O (DMF). Yields the product COC(CCCC#CC1=C2/C(/C(NC2=CC=C1)=O)=C/C=1NC=CC1OC)=O ((Z)-6-[2,3-dihydro-3-[(3-methoxy-1H-pyrrol-2-yl)methylene]-2-oxo-1H-indol-4-yl]-5-hexynoic acid methyl ester). Reaction SMILES: [C:1]([O:8][CH3:9])(=[O:7])[CH2:2][CH2:3][CH2:4][C:5]#[CH:6].Br[C:11]1[CH:19]=[CH:18][CH:17]=[C:16]2[C:12]=1/[C:13](=[CH:21]/[C:22]1[NH:23][CH:24]=[CH:25][C:26]=1[O:27][CH3:28])/[C:14](=[O:20])[NH:15]2>Cl[Pd](Cl)([P](C1C=CC=CC=1)(C1C=CC=CC=1)C1C=CC=CC=1)[P](C1C=CC=CC=1)(C1C=CC=CC=1)C1C=CC=CC=1.CN(C=O)C.CCN(CC)CC>[CH3:9][O:8][C:1](=[O:7])[CH2:2][CH2:3][CH2:4][C:5]#[C:6][C:11]1[CH:19]=[CH:18][CH:17]=[C:16]2[C:12]=1/[C:13](=[CH:21]/[C:22]1[NH:23][CH:24]=[CH:25][C:26]=1[O:27][CH3:28])/[C:14](=[O:20])[NH:15]2 |^1:31,50|. Procedure: Using Method D above, methyl 5-hexynoate (109 mg, 0.87 mmol) (see below) was coupled with (Z)-4-bromo-1,3-dihydro-3-[(3-methoxy-1H-pyrrol-2-yl)methylene]-2H-indol-2-one (179 mg, 0.62 mmol) (Starting Material 1 supra) using (Ph3P)2PdCl2 (30 mg) and Cul (15 mg) as catalyst in DMF (4 mL) and Et3N (4 mL) as solvent at 70° C. for 15 h to yield (Z)-6-[2,3-dihydro-3-[(3-methoxy-1H-pyrrol-2-yl)methylene]-2-oxo-1H-indol-4-yl]-5-hexynoic acid methyl ester. (Yield 78 mg, 35%). Product: CN1CCN(CC1)C1=NC(=NC(=C1)N1CC2=CC(=CC=C2CC1C)C1CCN(CC1)C(CC)=O)N (4-(4-Methylpiperazin-1-yl)-6-[3-methyl-7-(1-propionylpiperidin-4-yl)-3,4-dihydroisoquinolin-2(1H)-yl]pyrimidin-2-amine). Starting materials: Cl.Cl.Cl.Cl.Cl.CN1CCN(CC1)C1=NC(=NC(=C1)N1CC2=CC(=CC=C2CC1C)C1CCNCC1)N (4-(4-methylpiperazin-1-yl)-6-(3-methyl-7-piperidin-4-yl-3,4-dihydroisoquinolin-2(1H)-yl)pyrimidin-2-amine tetrahydrochloride HCl salt), C(CC)(=O)Cl (propanoyl chloride). Reaction SMILES: Cl.Cl.Cl.Cl.Cl.[CH3:6][N:7]1[CH2:12][CH2:11][N:10]([C:13]2[CH:18]=[C:17]([N:19]3[CH:28]([CH3:29])[CH2:27][C:26]4[C:21](=[CH:22][C:23]([CH:30]5[CH2:35][CH2:34][NH:33][CH2:32][CH2:31]5)=[CH:24][CH:25]=4)[CH2:20]3)[N:16]=[C:15]([NH2:36])[N:14]=2)[CH2:9][CH2:8]1.[C:37](Cl)(=[O:40])[CH2:38][CH3:39]>>[CH3:6][N:7]1[CH2:12][CH2:11][N:10]([C:13]2[CH:18]=[C:17]([N:19]3[CH:28]([CH3:29])[CH2:27][C:26]4[C:21](=[CH:22][C:23]([CH:30]5[CH2:31][CH2:32][N:33]([C:37](=[O:40])[CH2:38][CH3:39])[CH2:34][CH2:35]5)=[CH:24][CH:25]=4)[CH2:20]3)[N:16]=[C:15]([NH2:36])[N:14]=2)[CH2:9][CH2:8]1 |f:0.1.2.3.4.5|. Procedure: This compound was prepared by using procedures analogous to those described for the synthesis of Example 144 starting from 4-(4-methylpiperazin-1-yl)-6-(3-methyl-7-piperidin-4-yl-3,4-dihydroisoquinolin-2(1H)-yl)pyrimidin-2-amine tetrahydrochloride HCl salt (Example 144, Step 3) and propanoyl chloride. LCMS (M+H)+: m/z=478.3. Starting materials: CS(=O)(=O)C=1C(=CC(=C(C(=O)NC(=N)N)C1)C)S(F)(F)(F)(F)F (N-(5-Methanesulfonyl-2-methyl-4-pentafluorosulfanylbenzoyl)guanidine), CS(=O)(=O)O (methanesulfonic acid). Solvent: O (water), O (water). Conditions: time 30 minute. Yields the product CS(=O)(=O)O.CS(=O)(=O)C=1C(=CC(=C(C(=O)NC(=N)N)C1)C)S(F)(F)(F)(F)F (N-(5-Methanesulfonyl-2-methyl-4-pentafluorosulfanylbenzoyl)-guanidine methanesulfonic acid salt). The yield is 102.4%. As a reaction SMILES: [CH3:1][S:2]([C:5]1[C:6]([S:18]([F:23])([F:22])([F:21])([F:20])[F:19])=[CH:7][C:8]([CH3:17])=[C:9]([CH:16]=1)[C:10]([NH:12][C:13]([NH2:15])=[NH:14])=[O:11])(=[O:4])=[O:3].[CH3:24][S:25]([OH:28])(=[O:27])=[O:26]>O>[CH3:24][S:25]([OH:28])(=[O:27])=[O:26].[CH3:1][S:2]([C:5]1[C:6]([S:18]([F:22])([F:23])([F:19])([F:20])[F:21])=[CH:7][C:8]([CH3:17])=[C:9]([CH:16]=1)[C:10]([NH:12][C:13]([NH2:15])=[NH:14])=[O:11])(=[O:4])=[O:3] |f:3.4|. Procedure details: 9.3 g of the title compound of example 1 were suspended in 100 ml of water and a solution of 2.3 g of methanesulfonic acid in 10 ml of water was added. The mixture was subsequently stirred at RT for 30 minutes and then the water was removed under reduced pressure to obtain 11.7 g of the methanesulfonic acid salt, which was subsequently recrystallized from 110 ml of water to obtain 10.0 g of N-(5-methanesulfonyl-2-methyl-4-pentafluorosulfanylbenzoyl)guanidine methanesulfonic acid salt as white cr... The yield is 83.0%. Product: ClC1=C(C=NO)C=CC(=C1)SC1=CC(=CC(=C1)F)C1(CCOCC1)OC (2-chloro-4-[5-fluoro-3-(4-methoxytetrahydropyran-4-yl)phenylthio]benzaldehyde oxime). As a reaction SMILES: [Cl:1][C:2]1[CH:9]=[C:8]([S:10][C:11]2[CH:16]=[C:15]([F:17])[CH:14]=[C:13]([C:18]3([O:24][CH3:25])[CH2:23][CH2:22][O:21][CH2:20][CH2:19]3)[CH:12]=2)[CH:7]=[CH:6][C:3]=1[CH:4]=O.Cl.[NH2:27][OH:28]>>[Cl:1][C:2]1[CH:9]=[C:8]([S:10][C:11]2[CH:16]=[C:15]([F:17])[CH:14]=[C:13]([C:18]3([O:24][CH3:25])[CH2:23][CH2:22][O:21][CH2:20][CH2:19]3)[CH:12]=2)[CH:7]=[CH:6][C:3]=1[CH:4]=[N:27][OH:28] |f:1.2|. Procedure details: Using an analogous procedure to that described in Example 68, 2-chloro-4-[5-fluoro-3-(4-methoxytetrahydropyran-4-yl)phenylthio]benzaldehyde was reacted with hydroxylamine hydrochloride to give 2-chloro-4-[5-fluoro-3-(4-methoxytetrahydropyran-4-yl)phenylthio]benzaldehyde oxime in 83% yield as a gum. Starting materials: ClC1=C(C=O)C=CC(=C1)SC1=CC(=CC(=C1)F)C1(CCOCC1)OC (2-chloro-4-[5-fluoro-3-(4-methoxytetrahydropyran-4-yl)phenylthio]benzaldehyde), Cl.NO (hydroxylamine hydrochloride). Reactants: tetrakis-triphenylphosphane palladium, BrC=1C=C(C(=NC1)NC(CN1CCCC1)=O)C (N-(5-bromo-3-methyl-pyridin-2-yl)-2-pyrrolidin-1-yl-acetamide), C(#C)[Si](C)(C)C (ethynyl-trimethyl-silane), N1CCCCC1 (piperidine), tetrakis-triphenylphosphane palladium. Reagents/catalysts: [Cu]I (CuI). The solvent is C1CCOC1 (THF), O (water). Run at time 14 hour. Product: CC=1C(=NC=C(C1)C#C[Si](C)(C)C)NC(CN1CCCC1)=O (N-(3-methyl-5-trimethylsilanylethynyl-pyridin-2-yl)-2-pyrrolidin-1-yl-acetamide). RXN SMILES: Br[C:2]1[CH:3]=[C:4]([CH3:17])[C:5]([NH:8][C:9](=[O:16])[CH2:10][N:11]2[CH2:15][CH2:14][CH2:13][CH2:12]2)=[N:6][CH:7]=1.[C:18]([Si:20]([CH3:23])([CH3:22])[CH3:21])#[CH:19].N1CCCCC1>C1COCC1.O.[Cu]I>[CH3:17][C:4]1[C:5]([NH:8][C:9](=[O:16])[CH2:10][N:11]2[CH2:15][CH2:14][CH2:13][CH2:12]2)=[N:6][CH:7]=[C:2]([C:19]#[C:18][Si:20]([CH3:23])([CH3:22])[CH3:21])[CH:3]=1. Procedure: Under an argon atmosphere 35 mg (0.03 mmol) tetrakis-triphenylphosphane-palladium and 5.7 mg (0.03 mmol) CuI are added to a solution of 447 mg (1.5 mmol) N-(5-bromo-3-methyl-pyridin-2-yl)-2-pyrrolidin-1-yl-acetamide and 0.23 mL (1.65 mmol) ethynyl-trimethyl-silane in 0.45 mL (4.5 mmol) piperidine and 10 mL THF and the reaction mixture is stirred for 14 h at RT. To complete the reaction a further 35 mg tetrakis-triphenylphosphane-palladium are added and the reaction mixture is heated to 50° C. fo...